From a dataset of the Open Reaction Database (ORD), a public repository of structured organic reaction records. describe an organic reaction: reactants, conditions, products, and yield The reactants are CC(C(=O)N1CCC[C@@]12C(N(CC2)[C@H](CC(C)C)C(=O)OCC2=CC=CC=C2)=O)=C ((5R)-1-(2-methylacryloyl)-7-[(1R)-1-benzyloxycarbonyl-3-methylbutyl]-6-oxo-1,7-diazaspiro[4,4]nonane), [OH-].[Na+] (NaOH), O (H2O). The solvent is CO (methanol). Reaction conditions: time 1 hour. Product: CC(C(=O)N1CCC[C@@]12C(N(CC2)[C@H](CC(C)C)C(=O)O)=O)=C ((5R)-1-(2-methylacryloyl)-7-[(1R)-1-carboxy-3-methylbutyl]-6-oxo-1,7-diazaspiro[4,4]nonane). The yield is 85.3%. Reaction SMILES: [CH3:1][C:2](=[CH2:30])[C:3]([N:5]1[C@@:9]2([CH2:13][CH2:12][N:11]([C@@H:14]([C:19]([O:21]CC3C=CC=CC=3)=[O:20])[CH2:15][CH:16]([CH3:18])[CH3:17])[C:10]2=[O:29])[CH2:8][CH2:7][CH2:6]1)=[O:4].[OH-].[Na+].O>CO>[CH3:30][C:2](=[CH2:1])[C:3]([N:5]1[C@@:9]2([CH2:13][CH2:12][N:11]([C@@H:14]([C:19]([OH:21])=[O:20])[CH2:15][CH:16]([CH3:18])[CH3:17])[C:10]2=[O:29])[CH2:8][CH2:7][CH2:6]1)=[O:4] |f:1.2|. Reported procedure: To a solution of 15 (65 mg, 0.16 mmol) in methanol (2.5 ml) were added aq. NaOH (1.6 ml, 1N) and H2O (1.6 ml) and the mixture was stirred at room temperature for 1 h. The resulting mixture was concentrated at reduced pressure, and the residue was partitioned between H2O (20 ml) and DCM (20 ml). The aqueous phase was acidified to pH=2 with aq HCl (10 ml, 0.1 N) and extracted with DCM (3×20 ml). The combined organic phases were washed with brine (25 ml), dried (Na2SO4) and concentrated at reduced ... Reactants: C#CCOc1ccc([N+](=O)[O-])cc1, CCO, [Cl-], [Fe], [NH4+], O. The product is C#CCOc1ccc(N)cc1. Reaction SMILES: [CH2:1]([C:2]#[CH:3])[O:4][c:5]1[cH:6][cH:7][c:8]([N+:11]([O-:12])=[O:13])[cH:9][cH:10]1.[CH3:16][CH2:17][OH:18].[Cl-:14].[Fe:20].[NH4+:15].[OH2:19]>>[CH2:1]([C:2]#[CH:3])[O:4][c:5]1[cH:6][cH:7][c:8]([NH2:11])[cH:9][cH:10]1. Starting materials: O=C(O)CCNc1cccc(Br)n1, [Na+], [OH-], O. The product is O=C1CCNc2nc(Br)ccc21. Reaction SMILES: [Br:1][c:2]1[cH:3][cH:4][cH:5][c:6]([NH:8][CH2:9][CH2:10][C:11](=[O:12])[OH:13])[n:7]1.[Na+:15].[OH-:14].[OH2:16]>>[Br:1][c:2]1[cH:3][cH:4][c:5]2[c:6]([n:7]1)[NH:8][CH2:9][CH2:10][C:11]2=[O:13]. Reactants: ClC=1SC2=C(N1)C=CC(=C2)OCC (2-chloro-6-ethoxybenzothiazole), [Na][Na] (disodium), SC(C(=O)O)(C)C1=CC=CC=C1 (2-mercapto-2-phenylpropionic acid). Run in C(CCC)O (n-butanol). Run at time 4 hour. Product: C(C)OC1=CC2=C(N=C(S2)SC(C(=O)O)(C)C2=CC=CC=C2)C=C1 (2-(6-ethoxybenzothiazol-2-ylthio)-2-phenylpropionic acid). RXN SMILES: Cl[C:2]1[S:3][C:4]2[CH:10]=[C:9]([O:11][CH2:12][CH3:13])[CH:8]=[CH:7][C:5]=2[N:6]=1.[Na][Na].[SH:16][C:17]([C:22]1[CH:27]=[CH:26][CH:25]=[CH:24][CH:23]=1)([CH3:21])[C:18]([OH:20])=[O:19]>C(O)CCC>[CH2:12]([O:11][C:9]1[CH:8]=[CH:7][C:5]2[N:6]=[C:2]([S:16][C:17]([C:22]3[CH:27]=[CH:26][CH:25]=[CH:24][CH:23]=3)([CH3:21])[C:18]([OH:20])=[O:19])[S:3][C:4]=2[CH:10]=1)[CH3:13]. Reported procedure: A mixture of 21.4 g of 2-chloro-6-ethoxybenzothiazole, 22.6 g of the disodium salt of 2-mercapto-2-phenylpropionic acid and 200 ml of n-butanol is boiled for 4 hours and is evaporated and worked up in the customary manner to give 2-(6-ethoxybenzothiazol-2-ylthio)-2-phenylpropionic acid, m.p. 152°-153°.